This data is from the Open Reaction Database (ORD), a public repository of structured organic reaction records. The task is: describe an organic reaction: reactants, conditions, products, and yield Reactants: C(C)(=O)OCC (Ethyl acetate), N1C(C2C=3C(=CC=CC13)CCC2)=O ((RS)-2a,3,4,5-tetrahydro-1H-benz[cd]indol-2-one), [H-].[Na+] (sodium hydride), ethyl 3-bromo propionate, C(C)(C)OC(C)C (diisopropyl ether). The solvent is O (water), CN(C)C=O (N,N,-dimethylformamide). Conditions: time 1 hour. Yields the product C(C)OC(=O)CCC12C(NC=3C=CC=C(C13)CCC2)=O ((RS)-2a-(2-ethoxycarbonylethyl)-2a,3,4,5-tetrahydro-1H-benz[cd]indol-2-one). Yield: 70.0%. RXN SMILES: [NH:1]1[C:9]2[CH:8]=[CH:7][CH:6]=[C:5]3[CH2:10][CH2:11][CH2:12][CH:3]([C:4]=23)[C:2]1=[O:13].[H-].[Na+].[C:16]([O:19][CH2:20][CH3:21])(=[O:18])[CH3:17].[CH:22](OC(C)C)(C)C>CN(C=O)C.O>[CH2:20]([O:19][C:16]([CH2:17][CH2:22][C:3]12[CH2:12][CH2:11][CH2:10][C:5]3[C:4]1=[C:9]([CH:8]=[CH:7][CH:6]=3)[NH:1][C:2]2=[O:13])=[O:18])[CH3:21] |f:1.2|. Procedure: (RS)-2a,3,4,5-tetrahydro-1H-benz[cd]indol-2-one(3.46 g, 20 mmol) was dissolved in anhydrous N,N,-dimethylformamide (20 ml). Then, 60% sodium hydride (0.8 g, 20 mmol) was added thereto and the resulting mixture was stirred at room temperature for 1 hour. Successively the reaction mixture obtained was cooled to −20° C., and ethyl 3-bromo propionate (2.55 ml, 20 mmol) was added thereto. The resulting mixture was stirred at room temperature for further 1 hour. Ethyl acetate and water were added ther...